describe an organic reaction: reactants, conditions, products, and yield From a dataset of the Open Reaction Database (ORD), a public repository of structured organic reaction records. Reactants: C(C)(C)(C)OC([C@H]1N(CCC1)CCCSC(C)=O)=O (1-(3-Acetylthiopropanyl)-L-proline-t-butyl ester), C1(=CC=CC=C1)OC (anisole). Run in FC(C(=O)O)(F)F (trifluoroacetic acid). Conditions: time 1 hour. Product: C(C)(=O)SCCC(=O)N1[C@H](C(=O)O)CCC1 (1-(3-Acetylthiopropanoyl)-L-Proline). As a reaction SMILES: C([O:5][C:6](=[O:19])[C@@H:7]1[CH2:11][CH2:10][CH2:9][N:8]1[CH2:12][CH2:13][CH2:14][S:15][C:16](=[O:18])[CH3:17])(C)(C)C.C1([O:26]C)C=CC=CC=1>FC(F)(F)C(O)=O>[C:16]([S:15][CH2:14][CH2:13][C:12]([N:8]1[CH2:9][CH2:10][CH2:11][C@H:7]1[C:6]([OH:5])=[O:19])=[O:26])(=[O:18])[CH3:17]. Reported procedure: 1-(3-Acetylthiopropanyl)-L-proline-t-butyl ester (4.7 g.) is dissolved in a mixture of anisole (34 ml.) and trifluoroacetic acid (68 ml.) and the mixture is kept at room temperature for 1 hour. The solvents are removed in vacuo and the residue is precipitated from ether-hexane several times. The residue (3.5 g.) is dissolved in acetonitrile (25 ml.) and dicyclohexylamine (2.8 ml.) is added. The crystalline salt is filtered and recrystallized from isopropanol. Yield 3.8 g. m.p. 176°-177°. The sal... Starting materials: COC(=O)c1cc(-c2ccccc2-c2cc3ccccc3o2)nn1C, CS(C)=O, [Na+], [OH-], O. Product: Cn1nc(-c2ccccc2-c2cc3ccccc3o2)cc1C(=O)O. Reaction SMILES: [CH3:1][O:2][C:3](=[O:4])[c:5]1[n:6]([CH3:25])[n:7][c:8](-[c:10]2[c:11](-[c:16]3[cH:17][c:18]4[c:19]([o:20]3)[cH:21][cH:22][cH:23][cH:24]4)[cH:12][cH:13][cH:14][cH:15]2)[cH:9]1.[CH3:28][S:29]([CH3:30])=[O:31].[Na+:27].[OH-:26].[OH2:32]>>[O:2]=[C:3]([OH:4])[c:5]1[n:6]([CH3:25])[n:7][c:8](-[c:10]2[c:11](-[c:16]3[cH:17][c:18]4[c:19]([o:20]3)[cH:21][cH:22][cH:23][cH:24]4)[cH:12][cH:13][cH:14][cH:15]2)[cH:9]1.